describe an organic reaction: reactants, conditions, products, and yield From a dataset of the Open Reaction Database (ORD), a public repository of structured organic reaction records. Reactants: C(C#C)(=O)O (propiolic acid), N1(C=NC=C1)C(=O)N1C=NC=C1 (1-(1H-imidazol-1-ylcarbonyl)-1H-imidazole), FC1=C(C=CC(=C1)F)C(CC1=NC2=C(N1)CCC(C2)C)=O (1-(2,4-difluorophenyl)-2-(5-methyl-4,5,6,7-tetrahydro-1H-benzimidazol-2-yl)ethanone). The product is FC1=C(C(=O)C=2C=CC(N3C2NC2=C3CC(CC2)C)=O)C=CC(=C1)F (4-(2,4-Difluorobenzoyl)-8-methyl-6,7,8,9-tetrahydropyrido[1,2-a]benzimidazol-1(5H)-one). Reaction SMILES: [C:1]([OH:5])(=O)[C:2]#[CH:3].N1(C(N2C=CN=C2)=O)C=CN=C1.[F:18][C:19]1[CH:24]=[C:23]([F:25])[CH:22]=[CH:21][C:20]=1[C:26](=[O:38])[CH2:27][C:28]1[NH:32][C:31]2[CH2:33][CH2:34][CH:35]([CH3:37])[CH2:36][C:30]=2[N:29]=1>>[F:18][C:19]1[CH:24]=[C:23]([F:25])[CH:22]=[CH:21][C:20]=1[C:26]([C:27]1[CH:3]=[CH:2][C:1](=[O:5])[N:29]2[C:30]3[CH2:36][CH:35]([CH3:37])[CH2:34][CH2:33][C:31]=3[NH:32][C:28]=12)=[O:38]. Reported procedure: The compound is prepared as described in example 11 with 138 mg (1.97 mmol) of propiolic acid, 383.6 mg (2.37 mmol) of 1-(1H-imidazol-1-ylcarbonyl)-1H-imidazole and 382 mg (1.31 mmol) of 1-(2,4-difluorophenyl)-2-(5-methyl-4,5,6,7-tetrahydro-1H-benzimidazol-2-yl)ethanone (example LIV). The isomers are isolated after purification over preparative HPLC (Daicel Chiralpak AD, eluent: iso-hexane-ethanol v/v 60:40): Starting materials: C(C1=CC=CC=C1)N1CC(C1)C#N (1-benzyl-3-cyanoazetidine), C(=O)=O (carbon dioxide). Solvent: [OH-].[Ba+2].[OH-] (barium hydroxide). The product is C(C1=CC=CC=C1)N1CC(C1)C(=O)O (1-benzylazetidine-3-carboxylic acid). As a reaction SMILES: [CH2:1]([N:8]1[CH2:11][CH:10](C#N)[CH2:9]1)[C:2]1[CH:7]=[CH:6][CH:5]=[CH:4][CH:3]=1.[C:14](=[O:16])=[O:15]>[OH-].[Ba+2].[OH-]>[CH2:1]([N:8]1[CH2:11][CH:10]([C:14]([OH:16])=[O:15])[CH2:9]1)[C:2]1[CH:7]=[CH:6][CH:5]=[CH:4][CH:3]=1 |f:2.3.4|. Procedure details: 1.5 g of 13B in 10 ml of saturated barium hydroxide solution was heated under reflux for 30 hours. The reaction mixture was cooled, saturated with gaseous carbon dioxide and filtered. The solvent was removed from the filtrate under reduced pressure to give 1-benzylazetidine-3-carboxylic acid (13C). The reactants are S1C(=CC2=C1C=CC=C2)C(SC)=C(C#N)C#N ((benzothiophen-2-yl) (methylthio)methylenepropanedinitrile), C1(=CC=CC=C1)NN (phenylhydrazine). The product is NC1=C(C(=NN1C1=CC=CC=C1)C=1SC2=C(C1)C=CC=C2)C#N (5-amino-3-(benzothiophen-2-yl)-1-phenylpyrazole-4-carbonitrile). Reaction SMILES: [S:1]1[C:5]2[CH:6]=[CH:7][CH:8]=[CH:9][C:4]=2[CH:3]=[C:2]1[C:10](=[C:13]([C:16]#[N:17])[C:14]#[N:15])SC.[C:18]1([NH:24][NH2:25])[CH:23]=[CH:22][CH:21]=[CH:20][CH:19]=1>>[NH2:15][C:14]1[N:24]([C:18]2[CH:23]=[CH:22][CH:21]=[CH:20][CH:19]=2)[N:25]=[C:10]([C:2]2[S:1][C:5]3[CH:6]=[CH:7][CH:8]=[CH:9][C:4]=3[CH:3]=2)[C:13]=1[C:16]#[N:17]. Procedure: Using 2.56 g (10 mmol) of (benzothiophen-2-yl) (methylthio)methylenepropanedinitrile and 1.1 g (10 mmol) of phenylhydrazine, the entitled product having a melting point of 260° to 262° C. was obtained in the same manner as in Example 1-(1). Starting materials: Br, CC(=O)c1ccc2c(c1)c1cccc3c(=O)c(Cc4cccnc4)cn2c31, [Na+], [Na+], [Na+], C1COCCO1, [OH-], O, O=S([O-])[O-]. Yields the product O=C(O)c1ccc2c(c1)c1cccc3c(=O)c(Cc4cccnc4)cn2c31. Reaction SMILES: [Br:3].[C:4]([CH3:5])(=[O:6])[c:7]1[cH:8][cH:9][c:10]2[n:11]3[c:12]4[c:13]([cH:14][cH:15][cH:16][c:17]4[c:18]2[cH:19]1)[c:20](=[O:30])[c:21]([CH2:23][c:24]1[cH:25][n:26][cH:27][cH:28][cH:29]1)[cH:22]3.[Na+:2].[Na+:35].[Na+:36].[O:38]1[CH2:39][CH2:40][O:41][CH2:42][CH2:43]1.[OH-:1].[OH2:37].[S:31](=[O:32])([O-:33])[O-:34]>>[C:4](=[O:6])([c:7]1[cH:8][cH:9][c:10]2[n:11]3[c:12]4[c:13]([cH:14][cH:15][cH:16][c:17]4[c:18]2[cH:19]1)[c:20](=[O:30])[c:21]([CH2:23][c:24]1[cH:25][n:26][cH:27][cH:28][cH:29]1)[cH:22]3)[OH:32]. The reactants are C(C1=CC=CC=C1)(=O)OC1=CC=C(C=C1)C1=CC=CC=C1 (4-Benzoyloxybiphenyl), [N+](=O)(O)[O-] (nitric acid). Run in C(C)(=O)O (acetic acid). Conditions: temperature 85 celsius. Product: C(C1=CC=CC=C1)(=O)OC1=CC=C(C=C1)C1=CC=C(C=C1)[N+](=O)[O-] (4-benzoyloxy-4'-nitrobiphenyl). As a reaction SMILES: [C:1]([O:9][C:10]1[CH:15]=[CH:14][C:13]([C:16]2[CH:21]=[CH:20][CH:19]=[CH:18][CH:17]=2)=[CH:12][CH:11]=1)(=[O:8])[C:2]1[CH:7]=[CH:6][CH:5]=[CH:4][CH:3]=1.[N+:22]([O-])([OH:24])=[O:23]>C(O)(=O)C>[C:1]([O:9][C:10]1[CH:11]=[CH:12][C:13]([C:16]2[CH:21]=[CH:20][C:19]([N+:22]([O-:24])=[O:23])=[CH:18][CH:17]=2)=[CH:14][CH:15]=1)(=[O:8])[C:2]1[CH:3]=[CH:4][CH:5]=[CH:6][CH:7]=1. Procedure details: 4-Benzoyloxybiphenyl (40 g) is mixed with 310 ml of glacial acetic acid and heated to 85° C. Fuming nitric acid (100 ml) is added slowly while maintaining the reaction medium temperature between 85°-90° C. After complete addition, the reaction is cooled to room temperature.